This data is from the Open Reaction Database (ORD), a public repository of structured organic reaction records. The task is: describe an organic reaction: reactants, conditions, products, and yield The reactants are C(=O)([O-])[O-].[Na+].[Na+] (Na2CO3), C(=O)(C(F)(F)F)O (TFA), ClC1=NC=C(C(=N1)CCC1=C(C=CC=C1)C1(CC1)C(=O)N)Cl (1-(2-(2-(2,5-dichloropyrimidin-4-yl)ethyl)phenyl)cyclopropanecarboxamide), C(=O)([O-])[O-].[Cs+].[Cs+] (Cs2CO3), NC1=NN(C(=C1)C)C(=O)OC(C)(C)C (tert-butyl 3-amino-5-methyl-1H-pyrazole-1-carboxylate), NC1=CC(=NN1C(=O)OC(C)(C)C)C (tert-butyl 5-amino-3-methyl-1H-pyrazole-1-carboxylate), CC1(C2=C(C(=CC=C2)P(C3=CC=CC=C3)C4=CC=CC=C4)OC5=C(C=CC=C51)P(C6=CC=CC=C6)C7=CC=CC=C7)C (Xantphos). The reagents and catalysts are C=1C=CC(=CC1)/C=C/C(=O)/C=C/C2=CC=CC=C2.C=1C=CC(=CC1)/C=C/C(=O)/C=C/C2=CC=CC=C2.C=1C=CC(=CC1)/C=C/C(=O)/C=C/C2=CC=CC=C2.[Pd].[Pd] (Pd2(dba)3). Solvent: O (water), C(Cl)Cl (DCM), O1CCOCC1 (1,4-dioxane). Yields the product ClC=1C(=NC(=NC1)NC1=NNC(=C1)C)CCC1=C(C=CC=C1)C1C(C1)C(=O)N (2-(2-(5-Chloro-2-((5-methyl-1H-pyrazol-3-yl)amino)pyrimidin-4-ylethyl)phenyl)cyclopropanecarboxamide). The yield is 3.0%. RXN SMILES: Cl[C:2]1[N:7]=[C:6]([CH2:8][CH2:9][C:10]2[CH:15]=[CH:14][CH:13]=[CH:12][C:11]=2[C:16]2(C(N)=O)[CH2:18][CH2:17]2)[C:5]([Cl:22])=[CH:4][N:3]=1.C([O-])([O-])=O.[Cs+].[Cs+].[NH2:29][C:30]1[CH:34]=[C:33]([CH3:35])[N:32](C(OC(C)(C)C)=O)[N:31]=1.NC1[N:48]([C:49](OC(C)(C)C)=[O:50])N=C(C)C=1.CC1(C)C2C(=C(P(C3C=CC=CC=3)C3C=CC=CC=3)C=CC=2)OC2C(P(C3C=CC=CC=3)C3C=CC=CC=3)=CC=CC1=2.C(O)(C(F)(F)F)=O.C([O-])([O-])=O.[Na+].[Na+]>O1CCOCC1.C(Cl)Cl.C1C=CC(/C=C/C(/C=C/C2C=CC=CC=2)=O)=CC=1.C1C=CC(/C=C/C(/C=C/C2C=CC=CC=2)=O)=CC=1.C1C=CC(/C=C/C(/C=C/C2C=CC=CC=2)=O)=CC=1.[Pd].[Pd].O>[Cl:22][C:5]1[C:6]([CH2:8][CH2:9][C:10]2[CH:15]=[CH:14][CH:13]=[CH:12][C:11]=2[CH:16]2[CH2:17][CH:18]2[C:49]([NH2:48])=[O:50])=[N:7][C:2]([NH:29][C:30]2[CH:34]=[C:33]([CH3:35])[NH:32][N:31]=2)=[N:3][CH:4]=1 |f:1.2.3,8.9.10,13.14.15.16.17|. Reported procedure: A suspension of 1-(2-(2-(2,5-dichloropyrimidin-4-yl)ethyl)phenyl)cyclopropanecarboxamide A14 (263 mg, 0.781 mmol), Cs2CO3 (509 mg, 1.56 mmol) and a mixture of tert-butyl 3-amino-5-methyl-1H-pyrazole-1-carboxylate and tert-butyl 5-amino-3-methyl-1H-pyrazole-1-carboxylate A27 (154 mg, 0.781 mmol) in 1,4-dioxane (5 mL) was sonicated for 10 minutes. Xantphos (23 mg, 0.039 mmol) and Pd2(dba)3 (36 mg, 0.039 mmol) were added and the mixture was irradiated in the microwave at 120° C. for 20 minutes. The... Starting materials: resultant mixture, CC1=CC=2N(C=C1)C=C(N2)C2=CC(=C(C=C2)O)N (7-methyl-2-(3-amino-4-hydroxyphenyl)imidazo[1,2-a]pyridine), Cl.ClCC1=NC=CC=C1 (2-chloromethylpyridine hydrochloride), C([O-])([O-])=O.[K+].[K+] (potassium carbonate), [OH-].[K+] (potassium hydroxide), C(=S)=S (carbondisulfide). Run in O (water), C(C)O (ethanol), O (water), C(C)O (ethanol). The product is CC1=CC=2N(C=C1)C=C(N2)C=2C=CC1=C(N=C(O1)SCC1=NC=CC=C1)C2 (5-(7-methylimidazo[1,2-a]pyridin-2-yl)-2-(pyridin-2-ylmethylthio)benzoxazole). Isolated yield 42.8%. As a reaction SMILES: [OH-].[K+].[CH3:3][C:4]1[CH:9]=[CH:8][N:7]2[CH:10]=[C:11]([C:13]3[CH:18]=[CH:17][C:16]([OH:19])=[C:15]([NH2:20])[CH:14]=3)[N:12]=[C:6]2[CH:5]=1.Cl.Cl[CH2:23][C:24]1[CH:29]=[CH:28][CH:27]=[CH:26][N:25]=1.C(=O)([O-])[O-].[K+].[K+].[C:36](=S)=[S:37]>O.C(O)C>[CH3:3][C:4]1[CH:9]=[CH:8][N:7]2[CH:10]=[C:11]([C:13]3[CH:18]=[CH:17][C:16]4[O:19][C:36]([S:37][CH2:23][C:24]5[CH:29]=[CH:28][CH:27]=[CH:26][N:25]=5)=[N:20][C:15]=4[CH:14]=3)[N:12]=[C:6]2[CH:5]=1 |f:0.1,3.4,5.6.7|. Procedure: To a solution of potassium hydroxide (0.67 g) and carbondisulfide (0.91 g) in a mixture of water (1.5 ml) and ethanol (50 ml) was added 7-methyl-2-(3-amino-4-hydroxyphenyl)imidazo[1,2-a]pyridine (2.4 g) and the mixture was refluxed for 5 hours under stirring. To the reaction mixture was added a solution of 2-chloromethylpyridine hydrochloride (4.9 g) and potassium carbonate (3.8 g) in a mixture of water (5 ml) and ethanol (20 ml) at ambient temperature and the resultant mixture was stirred for 3... Product: C(CCC)NC(=O)C=1C=C2C(CCN3C2=C(C1)C(CC3)C3=CC=CC=C3)C3=CC=CC=C3 (N-butyl-1,7-diphenyl-1,2,3,5,6,7-hexahydropyrido[3,2,1-ij]quinoline-9-carboxamide). RXN SMILES: [C:1]1([CH:7]2[C:16]3[C:11]4=[C:12]([CH:20]([C:23]5[CH:28]=[CH:27][CH:26]=[CH:25][CH:24]=5)[CH2:21][CH2:22][N:10]4[CH2:9][CH2:8]2)[CH:13]=[C:14]([C:17]([OH:19])=O)[CH:15]=3)[CH:6]=[CH:5][CH:4]=[CH:3][CH:2]=1.[CH2:29]([NH2:33])[CH2:30][CH2:31][CH3:32].CCN=C=NCCCN(C)C>ClCCl.CN(C)C1C=CN=CC=1>[CH2:29]([NH:33][C:17]([C:14]1[CH:15]=[C:16]2[C:11]3=[C:12]([CH:20]([C:23]4[CH:28]=[CH:27][CH:26]=[CH:25][CH:24]=4)[CH2:21][CH2:22][N:10]3[CH2:9][CH2:8][CH:7]2[C:1]2[CH:6]=[CH:5][CH:4]=[CH:3][CH:2]=2)[CH:13]=1)=[O:19])[CH2:30][CH2:31][CH3:32]. Reported procedure: To a solution of 1,7-diphenyl-1,2,3,5,6,7-hexahydropyrido[3,2,1-ij]quinoline-9-carboxylic acid (14), (189 mg, 0.512 mmol) in dichloromethane (10 mL) were added butyl amine (0.027 mL, 0.512 mmol), EDCI (196 mg, 1.02 mmol), followed DMAP (4-(Dimethylamino)pyridine) (70 mg, 1.02 mmol) under argon at 0° C. The reaction mixture was then stirred at room temperature for overnight. The reaction was quenched with water (30 mL). The residue was isolated in a typical aqueous workup and purified by MPLC (me... Conditions: time 8 hour. Reagents/catalysts: CN(C1=CC=NC=C1)C (DMAP). The reactants are C1(=CC=CC=C1)C1CCN2C3=C(C=C(C=C13)C(=O)O)C(CC2)C2=CC=CC=C2 (1,7-diphenyl-1,2,3,5,6,7-hexahydropyrido[3,2,1-ij]quinoline-9-carboxylic acid), C(CCC)N (butyl amine), CCN=C=NCCCN(C)C (EDCI). Solvent: ClCCl (dichloromethane). The reactants are [N+](=O)([O-])C1=CC=C2CCC(CC2=C1)=O (7-Nitro-3,4-dihydro-2(1H)-naphthaleneone), C(C1=CC=CC=C1)N (benzylamine), C(C)(=O)O (acetic acid), C(#N)[BH3-].[Na+] (Sodium cyanoborohydride). The solvent is CO (MeOH), C1CCOC1 (THF). Run at temperature 0 celsius, time 14 hour. The product is [N+](=O)([O-])C1=CC=C2CCC(CC2=C1)NCC1=CC=CC=C1 (7-nitro-2-((phenylmethyl)amino)-1,2,3,4-tetrahydronaphthalene). RXN SMILES: [N+:1]([C:4]1[CH:13]=[C:12]2[C:7]([CH2:8][CH2:9][C:10](=O)[CH2:11]2)=[CH:6][CH:5]=1)([O-:3])=[O:2].[CH2:15]([NH2:22])[C:16]1[CH:21]=[CH:20][CH:19]=[CH:18][CH:17]=1.C(O)(=O)C.C([BH3-])#N.[Na+]>CO.C1COCC1>[N+:1]([C:4]1[CH:13]=[C:12]2[C:7]([CH2:8][CH2:9][CH:10]([NH:22][CH2:15][C:16]3[CH:21]=[CH:20][CH:19]=[CH:18][CH:17]=3)[CH2:11]2)=[CH:6][CH:5]=1)([O-:3])=[O:2] |f:3.4|. Reported procedure: 7-Nitro-3,4-dihydro-2(1H)-naphthaleneone (1.50 g, 7.85 mmol), benzylamine (430 ml, 39.3 mmol), acetic acid (8.0 ml), 4 Å molecular sieves (20 ml), THF (15 ml), and MeOH (15 ml) were introduced into a flask and cooled to 0° C. Sodium cyanoborohydride (0.99 g, 15.7 mmol) was then added portionwise over a 5-minute period. The mixture was stirred for 14 hr, filtered through celite, and concentrated to a syrup. The mixture was made basic with 2N NaOH and extracted with ether (3×50 ml). The combined e... Starting materials: CN1CCN(CC1)C[C@@H]1[C@@H](SC2=C(N=C1)C=CC=C2)C2=CC=CC=C2 (cis-(-)-2,3-dihydro-3-[(4-methylpiperazinyl)-methyl]-2-phenyl-1,5-benzothiazepine), Cl (hydrochloric acid), C(C)O (ethanol). The product is Cl.Cl.CN1CCN(CC1)C[C@@H]1[C@@H](SC2=C(NC1=O)C=CC=C2)C2=CC=CC=C2 (cis-(-)-2,3-dihydro-3-[(4-methylpiperazinyl)methyl]-2-phenyl-1,5-benzothiazepin-4(5H)-one dihydrochloride). As a reaction SMILES: [CH3:1][N:2]1[CH2:7][CH2:6][N:5]([CH2:8][C@H:9]2[CH:15]=[N:14][C:13]3[CH:16]=[CH:17][CH:18]=[CH:19][C:12]=3[S:11][C@H:10]2[C:20]2[CH:25]=[CH:24][CH:23]=[CH:22][CH:21]=2)[CH2:4][CH2:3]1.[ClH:26].C([OH:29])C>>[ClH:26].[ClH:26].[CH3:1][N:2]1[CH2:3][CH2:4][N:5]([CH2:8][C@H:9]2[C:15](=[O:29])[NH:14][C:13]3[CH:16]=[CH:17][CH:18]=[CH:19][C:12]=3[S:11][C@H:10]2[C:20]2[CH:25]=[CH:24][CH:23]=[CH:22][CH:21]=2)[CH2:6][CH2:7]1 |f:3.4.5|. Procedure details: 5.2 g of cis-(-)-2,3-dihydro-3-[(4-methylpiperazinyl)-methyl]-2-phenyl-1,5-benzothiazepine prepared as described in Example 18 or 19 was dissolved in 15 ml of ethanol and 3.6 ml of concentrated hydrochloric acid was added to the solution with stirring. The precipitated crystals were separated by filtration and recrystallized from aqueous methanol to obtain cis-(-)-2,3-dihydro-3-[(4-methylpiperazinyl)methyl]-2-phenyl-1,5-benzothiazepin-4(5H)-one dihydrochloride as colorless needles having a melti...